This data is from the Open Reaction Database (ORD), a public repository of structured organic reaction records. The task is: describe an organic reaction: reactants, conditions, products, and yield The reactants are CC1=NC(NC(=O)OCc2ccccc2)C(=O)N(C)c2cc(Br)ccc21, O=C([O-])[O-], CN(C)C=O, CCOC(C)=O, CI, [K+], [K+], O. Product: CC1=NC(N)C(=O)N(C)c2cc(Br)ccc21. Reaction SMILES: [Br:1][c:2]1[cH:3][c:4]2[c:5]([cH:25][cH:26]1)[C:6]([CH3:24])=[N:7][CH:8]([NH:13][C:14](=[O:15])[O:16][CH2:17][c:18]1[cH:19][cH:20][cH:21][cH:22][cH:23]1)[C:9](=[O:12])[N:10]2[CH3:11].[C:27](=[O:28])([O-:29])[O-:30].[CH3:35][N:36]([CH3:37])[CH:38]=[O:39].[CH3:41][CH2:42][O:43][C:44](=[O:45])[CH3:46].[I:33][CH3:34].[K+:31].[K+:32].[OH2:40]>>[Br:1][c:2]1[cH:3][c:4]2[c:5]([cH:25][cH:26]1)[C:6]([CH3:24])=[N:7][CH:8]([NH2:13])[C:9](=[O:12])[N:10]2[CH3:11]. Procedure details: A mixture of (R)-3-(2-chloropyrimidin-4-yl)-4-phenyloxazolidin-2-one (55.3 mg, 0.20 mmol), (S)-1-cyclopropylethylamine (40 μL, 0.26 mmol, 1.3 equiv) and iPr2Net (0.20 mL, 1.15 mmol, 5.7 equiv) in NMP (1 mL) was heated in the microwave at 180° C. for 20 min. The reaction mixture was filtered and purified by reverse phase HPLC to give (R)-3-(2-(((S)-1-cyclopropylethyl)amino)pyrimidin-4-yl)-4-phenyloxazolidin-2-one as a white solid (8.8 mg) in 10% yield. 1H NMR (400 MHz, CD3OD) δ 7.72 (d, J=6.26 Hz... Solvent: CN1CCCC1=O (NMP). Isolated yield 13.6%. The product is C1(CC1)[C@H](C)NC1=NC=CC(=N1)N1C(OC[C@H]1C1=CC=CC=C1)=O ((R)-3-(2-(((S)-1-cyclopropylethyl)amino)pyrimidin-4-yl)-4-phenyloxazolidin-2-one). Reactants: ClC1=NC=CC(=N1)N1C(OC[C@H]1C1=CC=CC=C1)=O ((R)-3-(2-chloropyrimidin-4-yl)-4-phenyloxazolidin-2-one), C1(CC1)[C@H](C)N ((S)-1-cyclopropylethylamine). Reaction SMILES: Cl[C:2]1[N:7]=[C:6]([N:8]2[C@H:12]([C:13]3[CH:18]=[CH:17][CH:16]=[CH:15][CH:14]=3)[CH2:11][O:10][C:9]2=[O:19])[CH:5]=[CH:4][N:3]=1.[CH:20]1([C@@H:23]([NH2:25])[CH3:24])[CH2:22][CH2:21]1>CN1C(=O)CCC1>[CH:20]1([C@@H:23]([NH:25][C:2]2[N:7]=[C:6]([N:8]3[C@H:12]([C:13]4[CH:18]=[CH:17][CH:16]=[CH:15][CH:14]=4)[CH2:11][O:10][C:9]3=[O:19])[CH:5]=[CH:4][N:3]=2)[CH3:24])[CH2:22][CH2:21]1. Reaction conditions: temperature 180 celsius. The reactants are COC(=O)C1=NC=C(C=C1C)C1=CC(=CC=C1)C(F)(F)F (3-methyl-5-(3-trifluoromethyl-phenyl)-pyridine-2-carboxylic acid methyl ester), ClC=1C=C(C=CC1Cl)C=1C=C(C(=NC1)C(=O)N1CCC(CC1)N1CCCC1)C ([5-(3,4-Dichloro-phenyl)-3-methyl-pyridin-2-yl]-(4-pyrrolidin-1-yl-piperidin-1-yl)-methanone), COC1=C(C=C(C=C1)C(F)(F)F)B(O)O (2-methoxy-5-trifluoromethyl-phenyl-boronic acid), (1,1′-bis-diphenylphosphino)-ferrocene, C([O-])([O-])=O.[Na+].[Na+] (sodium carbonate). The reagents and catalysts are [Pd](Cl)Cl (palladium-(II)dichloride). Run in O1CCOCC1.O (dioxane water). The product is COC1=C(C=C(C=C1)C(F)(F)F)C=1C=C(C(=NC1)C(=O)N1CCC(CC1)N1CCCC1)C ([5-(2-Methoxy-5-trifluoromethyl-phenyl)-3-methyl-pyridin-2-yl]-(4-pyrrolidin-1-yl-piperidin-1-yl)-methanone). RXN SMILES: COC(C1C(C)=CC(C2C=CC=C(C(F)(F)F)C=2)=CN=1)=O.ClC1C=C([C:30]2[CH:31]=[C:32]([CH3:49])[C:33]([C:36]([N:38]3[CH2:43][CH2:42][CH:41]([N:44]4[CH2:48][CH2:47][CH2:46][CH2:45]4)[CH2:40][CH2:39]3)=[O:37])=[N:34][CH:35]=2)C=CC=1Cl.[CH3:50][O:51][C:52]1[CH:57]=[CH:56][C:55]([C:58]([F:61])([F:60])[F:59])=[CH:54][C:53]=1B(O)O.C(=O)([O-])[O-].[Na+].[Na+]>O1CCOCC1.O.[Pd](Cl)Cl>[CH3:50][O:51][C:52]1[CH:57]=[CH:56][C:55]([C:58]([F:61])([F:60])[F:59])=[CH:54][C:53]=1[C:30]1[CH:31]=[C:32]([CH3:49])[C:33]([C:36]([N:38]2[CH2:39][CH2:40][CH:41]([N:44]3[CH2:48][CH2:47][CH2:46][CH2:45]3)[CH2:42][CH2:43]2)=[O:37])=[N:34][CH:35]=1 |f:3.4.5,6.7|. Procedure details: In analogy to the procedure described for the preparation of intermediate 1A, (5-bromo-3-methyl-pyridin-2-yl)-(4-pyrrolidin-1-yl-piperidin-1-yl)-methanone (see example 28) was reacted with 2-methoxy-5-trifluoromethyl-phenyl-boronic acid, (1,1′-bis-diphenylphosphino)-ferrocene)palladium-(II)dichloride (1:1 complex with CH2Cl2) and sodium carbonate in dioxane/water to give the title compound as brown amorphous solid. MS: 448.1 (MH+). Procedure details: 4-(1-Hydroxymethyl-heptyl)-benzoic acid (500 mg, 2.00 mmol), 2-chloro-4,6-dimethoxy-1,3,5-triazine (362 mg, 2.06 mmol), and 4-methylmorpholine (230 μL, 2.10 mmol) are combined in anhydrous dichloromethane (10 mL) under nitrogen. The reaction is allowed to stir under nitrogen at room temperature overnight. Beta-alanine methyl ester hydrochloride (306 mg, 2.20 mmol) is added to the reaction mixture, followed by more 4-methyl morpholine (460 μL, 4.2 mmol), and allowed to stir at room temperature. S... The product is COC(CCNC(C1=CC=C(C=C1)C(CCCCCC)CO)=O)=O (3-[4-(1-Hydroxymethyl-heptyl)-benzoylamino]-propionic acid methyl ester). As a reaction SMILES: [OH:1][CH2:2][CH:3]([C:10]1[CH:18]=[CH:17][C:13]([C:14]([OH:16])=O)=[CH:12][CH:11]=1)[CH2:4][CH2:5][CH2:6][CH2:7][CH2:8][CH3:9].ClC1N=C(OC)N=C(OC)N=1.CN1CCOCC1.Cl.[CH3:38][O:39][C:40](=[O:44])[CH2:41][CH2:42][NH2:43]>ClCCl.O>[CH3:38][O:39][C:40](=[O:44])[CH2:41][CH2:42][NH:43][C:14](=[O:16])[C:13]1[CH:12]=[CH:11][C:10]([CH:3]([CH2:2][OH:1])[CH2:4][CH2:5][CH2:6][CH2:7][CH2:8][CH3:9])=[CH:18][CH:17]=1 |f:3.4|. Run at time 8 hour. Starting materials: OCC(CCCCCC)C1=CC=C(C(=O)O)C=C1 (4-(1-Hydroxymethyl-heptyl)-benzoic acid), CN1CCOCC1 (4-methyl morpholine), Cl.COC(CCN)=O (Beta-alanine methyl ester hydrochloride), ClC1=NC(=NC(=N1)OC)OC (2-chloro-4,6-dimethoxy-1,3,5-triazine), CN1CCOCC1 (4-methylmorpholine). Solvent: O (water), O (water), ClCCl (dichloromethane), ClCCl (dichloromethane). Starting materials: [I-].[K+] (potassium iodide), CC=1C=C(C(=O)OC)C=C(C1O)C (methyl 3,5-dimethyl-4-hydroxybenzoate), C([O-])([O-])=O.[K+].[K+] (potassium carbonate), Formula 146, BrCCCC (1-bromobutane), C(C)(=O)OCC (ethyl acetate). Solvent: CN(C)C=O (DMF). Run at temperature 80 celsius, time 24 hour. Product: C(C1=CC=CC=C1)OCC1=CC=CC=C1 (benzylether). As a reaction SMILES: C[C:2]1[CH:3]=[C:4]([CH:9]=[C:10](C)[C:11]=1O)[C:5]([O:7][CH3:8])=O.Br[CH2:15][CH2:16][CH2:17][CH3:18].C(=O)([O-])[O-].[K+].[K+].[I-].[K+].[C:27](OCC)(=O)[CH3:28]>CN(C=O)C>[CH2:8]([O:7][CH2:5][C:4]1[CH:3]=[CH:2][CH:11]=[CH:10][CH:9]=1)[C:15]1[CH:28]=[CH:27][CH:18]=[CH:17][CH:16]=1 |f:2.3.4,5.6|. Procedure details: A mixture of methyl 3,5-dimethyl-4-hydroxybenzoate represented by Formula 146 (1.72 g, 9.52 mmol), 1-bromobutane (1.13 mL, 10.47 mmol), potassium carbonate (K2CO3, 1.45 g, 10.47 mmol) and potassium iodide (KI, 158 mg, 0.95 mmol) in DMF (20 mL) was agitated at 80° C. for 24 hours. After decreasing a temperature of the reaction mixture to room temperature, solids were removed through filtration (and washed with acetone) to obtain a filtrate. After adding ethyl acetate to the filtrate, the solution... Starting materials: NC=1C(=C(C(=O)OC)C=CC1SC)C (methyl 3-amino-2-methyl-4-methylsulfanylbenzoate), C(=O)O (formic acid), ice water. Run in C(C)(=O)OC(C)=O (acetic anhydride). Reaction conditions: time 5 hour. Product: C(=O)NC=1C(=C(C(=O)OC)C=CC1SC)C (Methyl 3-Formamidyl-2-methyl-4-methylsulfanylbenzoate). Reaction SMILES: [NH2:1][C:2]1[C:3]([CH3:14])=[C:4]([CH:9]=[CH:10][C:11]=1[S:12][CH3:13])[C:5]([O:7][CH3:8])=[O:6].[CH:15](O)=[O:16]>C(OC(=O)C)(=O)C>[CH:15]([NH:1][C:2]1[C:3]([CH3:14])=[C:4]([CH:9]=[CH:10][C:11]=1[S:12][CH3:13])[C:5]([O:7][CH3:8])=[O:6])=[O:16]. Reported procedure: At 40° C., 4.75 g of methyl 3-amino-2-methyl-4-methylsulfanylbenzoate (0.05 mol) were added a little at a time to a mixture of 30 ml of acetic anhydride and 2.2 g of formic acid (0.05 mol). After 5 h, the solution was allowed to cool and poured into ice-water, and the mixture was extracted exhaustively with methylene chloride. The organic phases were washed and dried, and the solvent was subsequently removed. Yield: 4.7 g (0.044 mol). The reactants are CCOC(=O)C=O, CC(=O)c1ccccn1, Cc1ccccc1. Yields the product CCOC(=O)C(O)CC(=O)c1ccccn1. RXN SMILES: [C:1]([CH:2]=[O:3])(=[O:4])[O:5][CH2:6][CH3:7].[C:8]([CH3:9])(=[O:10])[c:11]1[n:12][cH:13][cH:14][cH:15][cH:16]1.[CH3:17][c:18]1[cH:19][cH:20][cH:21][cH:22][cH:23]1>>[C:1]([CH:2]([OH:3])[CH2:9][C:8](=[O:10])[c:11]1[n:12][cH:13][cH:14][cH:15][cH:16]1)(=[O:4])[O:5][CH2:6][CH3:7].